From a dataset of the Open Reaction Database (ORD), a public repository of structured organic reaction records. describe an organic reaction: reactants, conditions, products, and yield Reactants: CC1=CC=2C3=C(NC2C=C1)CCN(C3)C3=CC=C(C=C3)C (2,3,4,5-tetrahydro-8-methyl-2-p-tolyl-1H-pyrido[4,3-b]indole), CC1=NC=C(C=C1)C=C (2-methyl-5-vinylpyridine), [OH-].[K+] (KOH). Run in CN1CCCC1=O (NMP). Yields the product CC1=CC=2C3=C(N(C2C=C1)CCC=1C=NC(=CC1)C)CCN(C3)C3=CC=C(C=C3)C (2,3,4,5-tetrahydro-8-methyl-5-(2-(6-methylpyridin-3-yl)ethyl)-2-p-tolyl-1H-pyrido[4,3-b]indole). RXN SMILES: [CH3:1][C:2]1[CH:10]=[CH:9][C:8]2[NH:7][C:6]3[CH2:11][CH2:12][N:13]([C:15]4[CH:20]=[CH:19][C:18]([CH3:21])=[CH:17][CH:16]=4)[CH2:14][C:5]=3[C:4]=2[CH:3]=1.[CH3:22][C:23]1[CH:28]=[CH:27][C:26]([CH:29]=[CH2:30])=[CH:25][N:24]=1.[OH-].[K+]>CN1C(=O)CCC1>[CH3:1][C:2]1[CH:10]=[CH:9][C:8]2[N:7]([CH2:30][CH2:29][C:26]3[CH:25]=[N:24][C:23]([CH3:22])=[CH:28][CH:27]=3)[C:6]3[CH2:11][CH2:12][N:13]([C:15]4[CH:20]=[CH:19][C:18]([CH3:21])=[CH:17][CH:16]=4)[CH2:14][C:5]=3[C:4]=2[CH:3]=1 |f:2.3|. Procedure: The title compound is prepared from a mixture of 2,3,4,5-tetrahydro-8-methyl-2-p-tolyl-1H-pyrido[4,3-b]indole, 2-methyl-5-vinylpyridine and KOH (5-7 equiv) in NMP at a temperature ranging between 25 deg C. to 100 deg C. The product obtained is isolated by preparative HPLC. Starting materials: N1=CC(=CC=C1)B(O)O (pyridin-3-ylboronic acid), C([O-])([O-])=O.[Na+].[Na+] (sodium carbonate), C(Cl)Cl (CH2Cl2), FC(S(=O)(=O)OC1=CC(=CC=C1)[C@]1(C[C@@H](N2C=NC=C21)C2=C(C=C(C=C2)C#N)F)O)(F)F (3-((5R,7S)-5-(4-cyano-2-fluorophenyl)-7-hydroxy-6,7-dihydro-5H-pyrrolo[1,2-c]imidazol-7-yl)phenyl trifluoromethanesulfonate). The reagents and catalysts are C1=CC=C(C=C1)P([C-]2C=CC=C2)C3=CC=CC=C3.C1=CC=C(C=C1)P([C-]2C=CC=C2)C3=CC=CC=C3.[Fe+2] (dppf), [Pd] (Pd). Run in COCCOC (DME). Reaction conditions: temperature 120 celsius. Yields the product FC=1C=C(C#N)C=CC1[C@H]1C[C@@](C=2N1C=NC2)(C2=CC(=CC=C2)C=2C=NC=CC2)O (3-fluoro-4-((5R,7S)-7-hydroxy-7-(3-(pyridin-3-yl)phenyl)-6,7-dihydro-5H-pyrrolo[1,2-c]imidazol-5-yl)benzonitrile). The yield is 48.1%. RXN SMILES: [N:1]1[CH:6]=[CH:5][CH:4]=[C:3](B(O)O)[CH:2]=1.C(=O)([O-])[O-].[Na+].[Na+].C(Cl)Cl.FC(F)(F)S(O[C:25]1[CH:30]=[CH:29][CH:28]=[C:27]([C@:31]2([OH:48])[C:38]3[N:34]([CH:35]=[N:36][CH:37]=3)[C@@H:33]([C:39]3[CH:44]=[CH:43][C:42]([C:45]#[N:46])=[CH:41][C:40]=3[F:47])[CH2:32]2)[CH:26]=1)(=O)=O>COCCOC.[Pd].C1C=CC(P(C2C=CC=CC=2)[C-]2C=CC=C2)=CC=1.C1C=CC(P(C2C=CC=CC=2)[C-]2C=CC=C2)=CC=1.[Fe+2]>[F:47][C:40]1[CH:41]=[C:42]([CH:43]=[CH:44][C:39]=1[C@@H:33]1[N:34]2[CH:35]=[N:36][CH:37]=[C:38]2[C@@:31]([OH:48])([C:27]2[CH:26]=[CH:25][CH:30]=[C:29]([C:3]3[CH:2]=[N:1][CH:6]=[CH:5][CH:4]=3)[CH:28]=2)[CH2:32]1)[C:45]#[N:46] |f:1.2.3,8.9.10|. Procedure details: To a conical microwave vial was added pyridin-3-ylboronic acid (16 mg, 0.13 mmol), sodium carbonate (18 mg, 0.17 mmol), Pd.dppf.CH2Cl2 (7.0 mg, 0.009 mmol) followed by the addition of a solution of 3-((5R,7S)-5-(4-cyano-2-fluorophenyl)-7-hydroxy-6,7-dihydro-5H-pyrrolo[1,2-c]imidazol-7-yl)phenyl trifluoromethanesulfonate (20 mg, 0.043 mmol) in DME (2 mL). To this crude was added 0.5 ml distilled water. The reaction was carried out under sealed-vessel microwave heating at 120° C. for 10 min using ... The solvent is C1CCOC1 (THF), C(Cl)Cl (DCM). The product is CN(C1CC2=CC=C(C=C2C1)NC1=NC=CC(=N1)C=1C(=NN2C1C=CC=C2)C=2C=CC(=C(C2)NC(C2=C(C=CC=C2F)F)=O)F)C (N-{5-[3-(2-{[2-(dimethylamino)-2,3-dihydro-1H-inden-5-yl]amino}-4-pyrimidinyl)pyrazolo[1,5-a]pyridin-2-yl]-2-fluorophenyl}-2,6-difluorobenzamide). Reported procedure: To a solution of {4-[2-(3-amino-4-fluorophenyl)pyrazolo[1,5-a]pyridin-3-yl]-2-pyrimidinyl}[2-(dimethylamino)-2,3-dihydro-1H-inden-5-yl]amine (80 mg, 0.17 mmol) in THF (3 mL) was added TEA (25 μL, 0.25 mmol) and 2,6-difluorobenzoyl chloride (22 μL, 0.18 mmol). The reaction was stirred at rt for 2 h, and the reaction was diluted with 30 mL DCM and adsorbed onto silica. The crude product was purified by flash chromatography and reversed-phase HPLC to generate, after lyophilization, the title compou... Conditions: time 2 hour. RXN SMILES: [NH2:1][C:2]1[CH:3]=[C:4]([C:9]2[C:17]([C:18]3[CH:23]=[CH:22][N:21]=[C:20]([NH:24][C:25]4[CH:26]=[C:27]5[C:31](=[CH:32][CH:33]=4)[CH2:30][CH:29]([N:34]([CH3:36])[CH3:35])[CH2:28]5)[N:19]=3)=[C:12]3[CH:13]=[CH:14][CH:15]=[CH:16][N:11]3[N:10]=2)[CH:5]=[CH:6][C:7]=1[F:8].[F:37][C:38]1[CH:46]=[CH:45][CH:44]=[C:43]([F:47])[C:39]=1[C:40](Cl)=[O:41]>C1COCC1.C(Cl)Cl>[CH3:35][N:34]([CH3:36])[CH:29]1[CH2:28][C:27]2[C:31](=[CH:32][CH:33]=[C:25]([NH:24][C:20]3[N:19]=[C:18]([C:17]4[C:9]([C:4]5[CH:5]=[CH:6][C:7]([F:8])=[C:2]([NH:1][C:40](=[O:41])[C:39]6[C:38]([F:37])=[CH:46][CH:45]=[CH:44][C:43]=6[F:47])[CH:3]=5)=[N:10][N:11]5[CH:16]=[CH:15][CH:14]=[CH:13][C:12]=45)[CH:23]=[CH:22][N:21]=3)[CH:26]=2)[CH2:30]1. The reactants are NC=1C=C(C=CC1F)C1=NN2C(C=CC=C2)=C1C1=NC(=NC=C1)NC=1C=C2CC(CC2=CC1)N(C)C ({4-[2-(3-amino-4-fluorophenyl)pyrazolo[1,5-a]pyridin-3-yl]-2-pyrimidinyl}[2-(dimethylamino)-2,3-dihydro-1H-inden-5-yl]amine), TEA, FC1=C(C(=O)Cl)C(=CC=C1)F (2,6-difluorobenzoyl chloride). Yield: 36.1%. RXN SMILES: [C:16](=[O:17])([OH:18])[O-:19].[CH2:34]([C:35]([CH3:36])=[O:37])[CH3:38].[Cl:21][c:22]1[cH:23][cH:24][c:25]([N+:31](=[O:32])[O-:33])[c:26]2[c:27]1[n:28][o:29][n:30]2.[ClH:15].[Na+:20].[OH2:39].[SH:1][CH2:2][CH:3]([C:4](=[O:5])[N:6]1[CH:7]([C:8](=[O:9])[OH:10])[CH2:11][CH2:12][CH2:13]1)[CH3:14]>>[S:1]([CH2:2][CH:3]([C:4](=[O:5])[N:6]1[CH:7]([C:8](=[O:9])[OH:10])[CH2:11][CH2:12][CH2:13]1)[CH3:14])[c:22]1[cH:23][cH:24][c:25]([N+:31](=[O:32])[O-:33])[c:26]2[c:27]1[n:28][o:29][n:30]2. The reactants are O=C([O-])O, CCC(C)=O, O=[N+]([O-])c1ccc(Cl)c2nonc12, Cl, [Na+], O, CC(CS)C(=O)N1CCCC1C(=O)O. The product is CC(CSc1ccc([N+](=O)[O-])c2nonc12)C(=O)N1CCCC1C(=O)O. Procedure details: Following the procedure for the preparation of 11-benzyloxy-1-bromo-6,10-dimethyl-2-oxo-undec-5-ene, but employing 11-t-butyldiphenylsiloxy-6,10-dimethyl-2-trimethylsiloxy-undec-1,5-diene (44.5 g) in place of 11-benzyloxy-6,10-dimethyl-2-trimethylsiloxy-undec-1,5-diene, 11-t-butyldiphenylsiloxy-1-bromo-6,10-dimethyl-2-oxo-undec-5-ene (45.8 g) is obtained as a yellow oil. Chromatography of a portion of the oil on silica using ethyl acetate-hexane gradients gives the pure product: Starting materials: C(C1=CC=CC=C1)OCC(CCCC(=CCCC(CBr)=O)C)C (11-benzyloxy-1-bromo-6,10-dimethyl-2-oxo-undec-5-ene), O([Si](C1=CC=CC=C1)(C1=CC=CC=C1)C(C)(C)C)CC(CCCC(=CCCC(=C)O[Si](C)(C)C)C)C (11-t-butyldiphenylsiloxy-6,10-dimethyl-2-trimethylsiloxy-undec-1,5-diene). Product: O([Si](C1=CC=CC=C1)(C1=CC=CC=C1)C(C)(C)C)CC(CCCC(=CCCC(CBr)=O)C)C (11-t-butyldiphenylsiloxy-1-bromo-6,10-dimethyl-2-oxo-undec-5-ene). RXN SMILES: C(OCC(C)CCCC(C)=CCCC(=O)C[Br:20])C1C=CC=CC=1.[O:24]([CH2:42][CH:43]([CH3:59])[CH2:44][CH2:45][CH2:46][C:47]([CH3:58])=[CH:48][CH2:49][CH2:50][C:51]([O:53][Si](C)(C)C)=[CH2:52])[Si:25]([C:38]([CH3:41])([CH3:40])[CH3:39])([C:32]1[CH:37]=[CH:36][CH:35]=[CH:34][CH:33]=1)[C:26]1[CH:31]=[CH:30][CH:29]=[CH:28][CH:27]=1>>[O:24]([CH2:42][CH:43]([CH3:59])[CH2:44][CH2:45][CH2:46][C:47]([CH3:58])=[CH:48][CH2:49][CH2:50][C:51](=[O:52])[CH2:53][Br:20])[Si:25]([C:38]([CH3:41])([CH3:40])[CH3:39])([C:32]1[CH:37]=[CH:36][CH:35]=[CH:34][CH:33]=1)[C:26]1[CH:31]=[CH:30][CH:29]=[CH:28][CH:27]=1. Starting materials: C(#N)C1=CC=C(C=C1)NCC1=NC2=C(N1C)C=CC(=C2)C(C)(C(=O)N2CCCC2)N (2-(4-cyanophenylaminomethyl)-1-methyl-5-[1-amino-1-(pyrrolidin-1-yl-carbonyl)-ethyl]-benzimidazole), BrC(C(=O)OC(C)(C)C)CCBr (tert.butyl 2,4-dibromobutyrate), C([O-])([O-])=O.[Na+].[Na+] (sodium carbonate). Run in C(C)O (ethanol). Conditions: temperature 55 celsius, time 30 hour. The product is C(#N)C1=CC=C(C=C1)NCC1=NC2=C(N1C)C=CC(=C2)C(C)(C(=O)N2CCCC2)N2C(CC2)C(=O)OC(C)(C)C (2-(4-cyanophenylaminomethyl)-1-methyl-5-[1-(2-tert.butyloxycarbonyl-azetidin-1-yl)-1-(pyrrolidin-1-yl-carbonyl)-ethyl]-benzimidazole). Reaction SMILES: [C:1]([C:3]1[CH:8]=[CH:7][C:6]([NH:9][CH2:10][C:11]2[N:15]([CH3:16])[C:14]3[CH:17]=[CH:18][C:19]([C:21]([NH2:30])([C:23]([N:25]4[CH2:29][CH2:28][CH2:27][CH2:26]4)=[O:24])[CH3:22])=[CH:20][C:13]=3[N:12]=2)=[CH:5][CH:4]=1)#[N:2].Br[CH:32]([CH2:40][CH2:41]Br)[C:33]([O:35][C:36]([CH3:39])([CH3:38])[CH3:37])=[O:34].C(=O)([O-])[O-].[Na+].[Na+]>C(O)C>[C:1]([C:3]1[CH:4]=[CH:5][C:6]([NH:9][CH2:10][C:11]2[N:15]([CH3:16])[C:14]3[CH:17]=[CH:18][C:19]([C:21]([N:30]4[CH2:41][CH2:40][CH:32]4[C:33]([O:35][C:36]([CH3:39])([CH3:38])[CH3:37])=[O:34])([C:23]([N:25]4[CH2:29][CH2:28][CH2:27][CH2:26]4)=[O:24])[CH3:22])=[CH:20][C:13]=3[N:12]=2)=[CH:7][CH:8]=1)#[N:2] |f:2.3.4|. Procedure details: 0.8 g (1.86 mmol) of 2-(4-cyanophenylaminomethyl)-1-methyl-5-[1-amino-1-(pyrrolidin-1-yl-carbonyl)-ethyl]-benzimidazole and 1.65 g ((5.5 mmol) of tert.butyl 2,4-dibromobutyrate are dissolved in 5 ml of ethanol, mixed with 0.2 g (1.86 mmol) of sodium carbonate and stirred under nitrogen for 30 hours at 55° C. After cooling, the white precipitate is filtered off and washed with ethanol. The filtrate is concentrated by evaporation, the residue is chromatographed on silica gel, eluting with ethyl ac... The reactants are ClC=1C=C(C=CC1)NS(=O)(=O)C=1C=C2CC(NC2=CC1)=O (2-Oxo-2,3-dihydro-1H-indole-5-sulfonic acid (3-chloro-phenyl)-amide), O=C1OCCC=2C1=CNC2C=O (4-oxo-2,4,6,7-tetrahydro-pyrano[3,4-c]pyrrole-1-carbaldehyde). Yields the product ClC=1C=C(C=CC1)NS(=O)(=O)C=1C=C2C(C(NC2=CC1)=O)=CC1=C2C(=CN1)C(OCC2)=O (2-Oxo-3-(4-oxo-2,4,6,7-tetrahydro-pyrano[3,4-c]pyrrol-1-ylmethylene)-2,3-dihydro-1H-indole-5-sulfonic Acid (3-Chloro-phenyl)-amide). Reaction SMILES: [Cl:1][C:2]1[CH:3]=[C:4]([NH:8][S:9]([C:12]2[CH:13]=[C:14]3[C:18](=[CH:19][CH:20]=2)[NH:17][C:16](=[O:21])[CH2:15]3)(=[O:11])=[O:10])[CH:5]=[CH:6][CH:7]=1.[O:22]=[C:23]1[C:28]2=[CH:29][NH:30][C:31]([CH:32]=O)=[C:27]2[CH2:26][CH2:25][O:24]1>>[Cl:1][C:2]1[CH:3]=[C:4]([NH:8][S:9]([C:12]2[CH:13]=[C:14]3[C:18](=[CH:19][CH:20]=2)[NH:17][C:16](=[O:21])[C:15]3=[CH:32][C:31]2[NH:30][CH:29]=[C:28]3[C:23](=[O:22])[O:24][CH2:25][CH2:26][C:27]=23)(=[O:11])=[O:10])[CH:5]=[CH:6][CH:7]=1. Procedure: 2-Oxo-2,3-dihydro-1H-indole-5-sulfonic acid (3-chloro-phenyl)-amide was condensed with 4-oxo-2,4,6,7-tetrahydro-pyrano[3,4-c]pyrrole-1-carbaldehyde to give the title compound. Starting materials: CC1(OCCO1)C=1SC(=CN1)CN1N=CC(=C1)N (1-[2-(2-methyl-[1,3]dioxolan-2-yl)-thiazol-5-ylmethyl]-1H-pyrazol-4-ylamine), FC(C1=CC=C(C=C1)/C=C/C(=O)O)(F)F ((E)-3-(4-trifluoromethyl-phenyl)-acrylic acid). Product: C(C)(=O)C=1SC(=CN1)CN1N=CC(=C1)NC(\C=C\C1=CC=C(C=C1)C(F)(F)F)=O ((E)-N-[1-(2-Acetyl-thiazol-5-ylmethyl)-1H-pyrazol-4-yl]-3-(4-trifluoromethyl-phenyl)-acrylamide). Reaction SMILES: [CH3:1][C:2]1([C:7]2[S:8][C:9]([CH2:12][N:13]3[CH:17]=[C:16]([NH2:18])[CH:15]=[N:14]3)=[CH:10][N:11]=2)[O:6]CCO1.[F:19][C:20]([F:33])([F:32])[C:21]1[CH:26]=[CH:25][C:24](/[CH:27]=[CH:28]/[C:29](O)=[O:30])=[CH:23][CH:22]=1>>[C:2]([C:7]1[S:8][C:9]([CH2:12][N:13]2[CH:17]=[C:16]([NH:18][C:29](=[O:30])/[CH:28]=[CH:27]/[C:24]3[CH:23]=[CH:22][C:21]([C:20]([F:32])([F:33])[F:19])=[CH:26][CH:25]=3)[CH:15]=[N:14]2)=[CH:10][N:11]=1)(=[O:6])[CH3:1]. Procedure details: Following general procedure B followed by C, starting from 1-[2-(2-methyl-[1,3]dioxolan-2-yl)-thiazol-5-ylmethyl]-1H-pyrazol-4-ylamine and (E)-3-(4-trifluoromethyl-phenyl)-acrylic acid. LC-MS-conditions 02: tR=1.01 min; [M+H]+=420.83. Reactants: N#CCc1nc(N)c2nc(O)n(Cc3ccccc3)c2n1, CO, Cl, [Na+], [OH-]. Product: COC(=O)Cc1nc(N)c2nc(O)n(Cc3ccccc3)c2n1. RXN SMILES: [CH2:1]([c:2]1[cH:3][cH:4][cH:5][cH:6][cH:7]1)[n:8]1[c:9]2[n:10][c:11]([CH2:19][C:20]#[N:21])[n:12][c:13]([NH2:18])[c:14]2[n:15][c:16]1[OH:17].[CH3:25][OH:26].[ClH:24].[Na+:23].[OH-:22]>>[CH2:1]([c:2]1[cH:3][cH:4][cH:5][cH:6][cH:7]1)[n:8]1[c:9]2[n:10][c:11]([CH2:19][C:20](=[O:22])[O:26][CH3:25])[n:12][c:13]([NH2:18])[c:14]2[n:15][c:16]1[OH:17].